From a dataset of the Open Reaction Database (ORD), a public repository of structured organic reaction records. describe an organic reaction: reactants, conditions, products, and yield Starting materials: COC=O, CC1(C)Oc2ccc([N+](=O)[O-])cc2C(n2ccccc2=O)=C1CN. The product is CC1(C)Oc2ccc([N+](=O)[O-])cc2C(n2ccccc2=O)=C1CNC=O. Reaction SMILES: [CH:25](=[O:26])[O:27][CH3:28].[N+:1](=[O:2])([O-:3])[c:4]1[cH:5][cH:6][c:7]2[c:8]([cH:24]1)[C:9]([n:17]1[c:18](=[O:23])[cH:19][cH:20][cH:21][cH:22]1)=[C:10]([CH2:15][NH2:16])[C:11]([CH3:13])([CH3:14])[O:12]2>>[N+:1](=[O:2])([O-:3])[c:4]1[cH:5][cH:6][c:7]2[c:8]([cH:24]1)[C:9]([n:17]1[c:18](=[O:23])[cH:19][cH:20][cH:21][cH:22]1)=[C:10]([CH2:15][NH:16][CH:25]=[O:26])[C:11]([CH3:13])([CH3:14])[O:12]2. Reactants: CNC1=C(C=CC=C1)O (2-methylaminophenol), C(C=C)#N (acrylonitrile). The solvent is C(C)(=O)OCC (ethyl acetate), O (water). The product is CNC1=C(OCCC#N)C=CC=C1 (3-(2-methylamino-phenoxy)-propionitrile). Isolated yield 378.3%. Reaction SMILES: [CH3:1][NH:2][C:3]1[CH:8]=[CH:7][CH:6]=[CH:5][C:4]=1[OH:9].[C:10](#[N:13])[CH:11]=[CH2:12]>O.C(OCC)(=O)C>[CH3:1][NH:2][C:3]1[CH:8]=[CH:7][CH:6]=[CH:5][C:4]=1[O:9][CH2:12][CH2:11][C:10]#[N:13]. Procedure: A solution of 2-methylaminophenol (0.74 g, 6.0 mmol), Triton B (60 μL, 40% in water) and acrylonitrile (4.0 mL, 60 mmol) was refluxed for 16 hrs. The mixture was diluted with ethyl acetate. The organic layer was then washed with water and brine, and was dried over MgSO4. After filtration and concentration, the residue was purified via silica gel flash column chromatography eluting with 20% ethyl acetate in hexane to give 3-(2-methylamino-phenoxy)-propionitrile (4.0 g) as a brown oil. [M+H]+177.1... The reactants are [H-].[Na+] (sodium hydride), ice water, O1CCOC2=C1C=CC(=C2)CO (1,4-benzodioxan-6-methanol), C(C#C)Br (propargyl bromide). Conditions: time 3 hour. Solvent: CN(C=O)C (dimethylformamide), O (water), CN(C=O)C (dimethylformamide). Procedure details: A solution of 16.6 g of 1,4-benzodioxan-6-methanol in 20 ml of dimethylformamide is added dropwise with stirring to a suspension of 12.5 g of sodium hydride in 75 ml of dimethylformamide. 11.8 g of propargyl bromide are then added dropwise. The mixture is stirred for 3 hours at room temperature, cooled in an ice-bath, decomposed with 20 ml of ice-water, diluted with 150 ml of water and extracted three times with 150 ml of diethyl ether each time. The ether extract is washed with water, dried ove... Reaction SMILES: [O:1]1[C:6]2[CH:7]=[CH:8][C:9]([CH2:11][OH:12])=[CH:10][C:5]=2[O:4][CH2:3][CH2:2]1.[H-].[Na+].[CH2:15](Br)[C:16]#[CH:17]>CN(C)C=O.O>[CH2:17]([O:12][CH2:11][C:9]1[CH:8]=[CH:7][C:6]2[O:1][CH2:2][CH2:3][O:4][C:5]=2[CH:10]=1)[C:16]#[CH:15] |f:1.2|. Yields the product C(C#C)OCC1=CC2=C(OCCO2)C=C1 (6-[(2-propynyloxy)methyl]-1,4-benzodioxan). Starting materials: CCOCCOC(C)=O, [Li]CCCC, CCOCC, Clc1c(Cl)c(Cl)c(Cl)c(Cl)c1Cl, O=C(F)C(F)(F)OC(F)(F)C(F)(F)F. Product: O=C(c1c(Cl)c(Cl)c(Cl)c(Cl)c1Cl)C(F)(F)OC(F)(F)C(F)(F)F. Reaction SMILES: [C:32]([O:33][CH2:34][CH2:35][O:36][CH2:37][CH3:38])(=[O:39])[CH3:40].[CH2:13]([Li:14])[CH2:15][CH2:16][CH3:17].[CH2:41]([O:42][CH2:43][CH3:44])[CH3:45].[Cl:1][c:2]1[c:3]([Cl:4])[c:5]([Cl:6])[c:7]([Cl:8])[c:9]([Cl:10])[c:11]1[Cl:12].[F:18][C:19]([C:20](=[O:21])[F:22])([O:23][C:24]([C:25]([F:26])([F:27])[F:28])([F:29])[F:30])[F:31]>>[c:2]1([C:20]([C:19]([F:18])([O:23][C:24]([C:25]([F:26])([F:27])[F:28])([F:29])[F:30])[F:31])=[O:21])[c:3]([Cl:4])[c:5]([Cl:6])[c:7]([Cl:8])[c:9]([Cl:10])[c:11]1[Cl:12]. Yields the product CNC1=C(C=C(C=C1)C(C)=O)[N+](=O)[O-] (1-(4-Methylamino-3-nitro-phenyl)-ethanone). Starting materials: CCC(=O)C1=CC(=C(C=C1)F)[N+](=O)[O-] (methyl 1-(4-fluoro-3-nitro-phenyl)-ethanone), CN (methylamine). RXN SMILES: C[CH2:2][C:3]([C:5]1[CH:10]=[CH:9][C:8](F)=[C:7]([N+:12]([O-:14])=[O:13])[CH:6]=1)=[O:4].[CH3:15][NH2:16]>CN(C=O)C>[CH3:15][NH:16][C:8]1[CH:9]=[CH:10][C:5]([C:3](=[O:4])[CH3:2])=[CH:6][C:7]=1[N+:12]([O-:14])=[O:13]. Run in CN(C)C=O (DMF). Procedure details: 1-(4-Methylamino-3-nitro-phenyl)-ethanone (153 mg) was prepared by following General Procedure A starting from methyl 1-(4-fluoro-3-nitro-phenyl)-ethanone (183 mg) and methylamine (2 M in THF, 1.0 ml) in DMF (5 mL). The crude product was used in the next step without further purification. The reactants are C(CCC)[Li] (butyllithium), C[Si](N[Si](C)(C)C)(C)C (hexamethyldisilazane), C(=S)=S (Carbon disulphide), COC(CN1C(CC1SC)=O)=O (methyl(4-methylthio-2-azetidinon-1-yl)acetate), BrCC(C)=O (bromoacetone). Solvent: C(C)(=O)O (acetic acid), C(C)(=O)OCC (ethyl acetate), CCCCCC (hexane), O1CCCC1 (tetrahydrofuran), O1CCCC1 (tetrahydrofuran), O1CCCC1 (tetrahydrofuran). Run at temperature -78 celsius, time 30 minute. Product: OC1(SC(SC1)=C(C(=O)OC)N1C(CC1SC)=O)C (Methyl 2-(4-hydroxy-4-methyl-1,3-dithiolan-2-ylidene)-2-(4-methylthio-2-azetidinon-1-yl)acetate). RXN SMILES: C([Li])CCC.C[Si](C)(C)N[Si](C)(C)C.[CH3:15][O:16][C:17](=[O:26])[CH2:18][N:19]1[CH:22]([S:23][CH3:24])[CH2:21][C:20]1=[O:25].Br[CH2:28][C:29](=[O:31])[CH3:30].[C:32](=[S:34])=[S:33]>CCCCCC.O1CCCC1.C(O)(=O)C.C(OCC)(=O)C>[OH:31][C:29]1([CH3:30])[CH2:28][S:34][C:32](=[C:18]([N:19]2[CH:22]([S:23][CH3:24])[CH2:21][C:20]2=[O:25])[C:17]([O:16][CH3:15])=[O:26])[S:33]1. Procedure: A solution of butyllithium in hexane (1.35 ml, 1.63 mmoles/ml) was added to a solution of hexamethyldisilazane (387 μl) in tetrahydrofuran (5 ml) at room temperature, and the mixture was stirred for 30 minutes. The solution was cooled to -78° C. and a solution of methyl(4-methylthio-2-azetidinon-1-yl)acetate (189 mg) in tetrahydrofuran (3 ml) was added thereto, after which the mixture was stirred for 10 minutes. Carbon disulphide (84 μl) was added to the solution and the mixture was stirred for ... The reactants are CCO, CC(C)(C)OC(=O)CN1C(=O)C(N=[N+]=[N-])CCCC1c1ccccc1. The product is CC(C)(C)OC(=O)CN1C(=O)C(N)CCCC1c1ccccc1. As a reaction SMILES: [CH3:26][CH2:27][OH:28].[N:1](=[N+:2]=[N-:3])[CH:4]1[C:5](=[O:25])[N:6]([CH2:17][C:18](=[O:19])[O:20][C:21]([CH3:22])([CH3:23])[CH3:24])[CH:7]([c:11]2[cH:12][cH:13][cH:14][cH:15][cH:16]2)[CH2:8][CH2:9][CH2:10]1>>[NH2:1][CH:4]1[C:5](=[O:25])[N:6]([CH2:17][C:18](=[O:19])[O:20][C:21]([CH3:22])([CH3:23])[CH3:24])[CH:7]([c:11]2[cH:12][cH:13][cH:14][cH:15][cH:16]2)[CH2:8][CH2:9][CH2:10]1. Reactants: CCCCO, COc1ccc(N)cc1C(F)(F)F, [Cl-], ClCC[NH2+]CCCl. Yields the product COc1ccc(N2CCNCC2)cc1C(F)(F)F. Reaction SMILES: [CH2:22]([OH:23])[CH2:24][CH2:25][CH3:26].[CH3:1][O:2][c:3]1[c:4]([C:10]([F:11])([F:12])[F:13])[cH:5][c:6]([NH2:9])[cH:7][cH:8]1.[Cl-:14].[Cl:15][CH2:16][CH2:17][NH2+:18][CH2:19][CH2:20][Cl:21]>>[CH3:1][O:2][c:3]1[c:4]([C:10]([F:11])([F:12])[F:13])[cH:5][c:6]([N:9]2[CH2:16][CH2:17][NH:18][CH2:19][CH2:20]2)[cH:7][cH:8]1.